Task: describe an organic reaction: reactants, conditions, products, and yield. Dataset: the Open Reaction Database (ORD), a public repository of structured organic reaction records Reactants: CCC(N)COC, O=[N+]([O-])c1c(-c2ccc(Cl)cc2Cl)ccnc1OS(=O)(=O)C(F)(F)F, Cl. The product is CCC(COC)Nc1nccc(-c2ccc(Cl)cc2Cl)c1[N+](=O)[O-]. RXN SMILES: [CH3:26][O:27][CH2:28][CH:29]([CH2:30][CH3:31])[NH2:32].[Cl:1][c:2]1[c:3](-[c:9]2[c:10]([N+:23](=[O:24])[O-:25])[c:11]([O:15][S:16]([C:17]([F:18])([F:19])[F:20])(=[O:21])=[O:22])[n:12][cH:13][cH:14]2)[cH:4][cH:5][c:6]([Cl:8])[cH:7]1.[ClH:33]>>[Cl:1][c:2]1[c:3](-[c:9]2[c:10]([N+:23](=[O:24])[O-:25])[c:11]([NH:32][CH:29]([CH2:28][O:27][CH3:26])[CH2:30][CH3:31])[n:12][cH:13][cH:14]2)[cH:4][cH:5][c:6]([Cl:8])[cH:7]1. The reactants are COC(=O)C(CC(C)C)N1CC(Oc2cccc(Cl)c2F)=CC1=O, [Li+], C1CCOC1, [OH-], O, O. Product: CC(C)CC(C(=O)O)N1CC(Oc2cccc(Cl)c2F)=CC1=O. Reaction SMILES: [CH3:1][O:2][C:3]([CH:4]([CH2:5][CH:6]([CH3:7])[CH3:8])[N:9]1[C:10](=[O:23])[CH:11]=[C:12]([O:14][c:15]2[c:16]([F:22])[c:17]([Cl:21])[cH:18][cH:19][cH:20]2)[CH2:13]1)=[O:24].[Li+:27].[O:28]1[CH2:29][CH2:30][CH2:31][CH2:32]1.[OH-:26].[OH2:25].[OH2:33]>>[O:2]=[C:3]([CH:4]([CH2:5][CH:6]([CH3:7])[CH3:8])[N:9]1[C:10](=[O:23])[CH:11]=[C:12]([O:14][c:15]2[c:16]([F:22])[c:17]([Cl:21])[cH:18][cH:19][cH:20]2)[CH2:13]1)[OH:24]. Reaction conditions: time 8 hour. Yields the product C1=C(C=CC2=CC=CC=C12)CC1(CCNCC1)C(=O)OCC (ethyl 4-(2-naphtylmethyl)-4-piperidinecarboxylate). The reactants are C(C)(C)(C)OC(=O)N1CCC(CC1)(C(=O)OCC)CC1=CC2=CC=CC=C2C=C1 (ethyl 1-tert-butyloxycarbonyl-4-(2-naphtylmethyl)-4-piperidinecarboxylate), Cl (hydrogen chloride). The solvent is C(C)(=O)OCC (ethyl acetate). As a reaction SMILES: C(OC([N:8]1[CH2:13][CH2:12][C:11]([CH2:19][C:20]2[CH:29]=[CH:28][C:27]3[C:22](=[CH:23][CH:24]=[CH:25][CH:26]=3)[CH:21]=2)([C:14]([O:16][CH2:17][CH3:18])=[O:15])[CH2:10][CH2:9]1)=O)(C)(C)C.Cl>C(OCC)(=O)C>[CH:21]1[C:22]2[C:27](=[CH:26][CH:25]=[CH:24][CH:23]=2)[CH:28]=[CH:29][C:20]=1[CH2:19][C:11]1([C:14]([O:16][CH2:17][CH3:18])=[O:15])[CH2:12][CH2:13][NH:8][CH2:9][CH2:10]1. Procedure details: The above ester was dissolved in ethyl acetate and the solution was treated with gaseous hydrogen chloride at 0° C. for 2 h. After standing overnight the solvent was evaporated in vacuo and the residue was treated with ammonium hydroxide and extracted with diethyl ether. The organic phase was dried (K2CO3) and the solvent was evaporated affording ethyl 4-(2-naphtylmethyl)-4-piperidinecarboxylate (3.2 g).